From a dataset of the Open Reaction Database (ORD), a public repository of structured organic reaction records. describe an organic reaction: reactants, conditions, products, and yield Reactants: three-necked, COC(C1=CC(=C(C=C1)O)[N+](=O)[O-])=O (3-Nitro-4-hydroxy-benzoic acid methyl ester), C(=O)[O-].[NH4+] (Ammonium formiate). Reagents/catalysts: [Pd] (palladium on carbon). The solvent is O (water), C(C)(=O)OCC (ethyl acetate), CO (MeOH). Run at time 2.5 minute. Product: COC(C1=CC(=C(C=C1)O)N)=O (3-Amino-4-hydroxy-benzoic acid methyl ester). RXN SMILES: [CH3:1][O:2][C:3](=[O:14])[C:4]1[CH:9]=[CH:8][C:7]([OH:10])=[C:6]([N+:11]([O-])=O)[CH:5]=1.C([O-])=O.[NH4+]>CO.[Pd].O.C(OCC)(=O)C>[CH3:1][O:2][C:3](=[O:14])[C:4]1[CH:9]=[CH:8][C:7]([OH:10])=[C:6]([NH2:11])[CH:5]=1 |f:1.2|. Reported procedure: To a 2000 ml three-necked flask containing 3-Nitro-4-hydroxy-benzoic acid methyl ester (43 g, 2188 mmol) in MeOH (860 ml; 20 vols) was added palladium on carbon in water (2 g in 10 ml of water). Ammonium formiate (68.76 g, 5 eq.) was added in a single portion under stirring. After 2 to 3 minutes a suspension was observed, and temperature raised from 20° C. to 30° C. Ice bath was used to cool reaction mixture to 20° C. and the reaction was stirred at 20° C. for 40 minutes until completion (no mor...